From a dataset of the Open Reaction Database (ORD), a public repository of structured organic reaction records. describe an organic reaction: reactants, conditions, products, and yield Reactants: CC(NC(=O)c1cc(CBr)cc(N(C)S(C)(=O)=O)c1)c1ccc(F)cc1, Cl, NO, C=CCC(N)(CO)Cc1ccccc1, CN(C)C=O. The product is C=CCC(N)(COCc1cc(C(=O)NC(C)c2ccc(F)cc2)cc(N(C)S(C)(=O)=O)c1)Cc1ccccc1. RXN SMILES: [Br:18][CH2:19][c:20]1[cH:21][c:22]([C:23](=[O:24])[NH:25][CH:26]([CH3:27])[c:28]2[cH:29][cH:30][c:31]([F:34])[cH:32][cH:33]2)[cH:35][c:36]([N:38]([S:39](=[O:40])(=[O:41])[CH3:42])[CH3:43])[cH:37]1.[ClH:1].[NH2:16][OH:17].[NH2:2][C:3]([CH2:4][OH:5])([CH2:6][CH:7]=[CH2:8])[CH2:9][c:10]1[cH:11][cH:12][cH:13][cH:14][cH:15]1.[O:44]=[CH:45][N:46]([CH3:47])[CH3:48]>>[NH2:2][C:3]([CH2:4][O:5][CH2:19][c:20]1[cH:21][c:22]([C:23](=[O:24])[NH:25][CH:26]([CH3:27])[c:28]2[cH:29][cH:30][c:31]([F:34])[cH:32][cH:33]2)[cH:35][c:36]([N:38]([S:39](=[O:40])(=[O:41])[CH3:42])[CH3:43])[cH:37]1)([CH2:6][CH:7]=[CH2:8])[CH2:9][c:10]1[cH:11][cH:12][cH:13][cH:14][cH:15]1. The reactants are OCC1=CCCCO1 (6-hydroxymethyl-3,4-dihydro-2H-pyran), C(CCCCCCCCCCCCCCC)Br (hexadecyl bromide), [OH-].[K+] (potassium hydroxide). The solvent is C1(=CC=CC=C1)C (toluene). Product: C(CCCCCCCCCCCCCCC)OCC1=CCCCO1 (6-Hexadecyloxymethyl-3,4-dihydro-2H-pyran). Yield: 84.9%. Reaction SMILES: [OH:1][CH2:2][C:3]1[O:8][CH2:7][CH2:6][CH2:5][CH:4]=1.[CH2:9](Br)[CH2:10][CH2:11][CH2:12][CH2:13][CH2:14][CH2:15][CH2:16][CH2:17][CH2:18][CH2:19][CH2:20][CH2:21][CH2:22][CH2:23][CH3:24].[OH-].[K+]>C1(C)C=CC=CC=1>[CH2:24]([O:1][CH2:2][C:3]1[O:8][CH2:7][CH2:6][CH2:5][CH:4]=1)[CH2:23][CH2:22][CH2:21][CH2:20][CH2:19][CH2:18][CH2:17][CH2:16][CH2:15][CH2:14][CH2:13][CH2:12][CH2:11][CH2:10][CH3:9] |f:2.3|. Reported procedure: 5.71 g of 6-hydroxymethyl-3,4-dihydro-2H-pyran, 16.79 g of hexadecyl bromide and 8.22 g of pulverized 85% potassium hydroxide were mixed in 160 ml of toluene and heated under reflux for 2 hours. The mixtured was then cooled, washed with water, dried and condensed by evaporation under reduced pressure. The resulting oily residue, 17 g, was subjected to column chromatography through 400 g of silica gel. The fraction eluted with a 1:5 by volume mixture of diethyl ether and hexane gave 14.38 g of th... The reactants are FC=1C=C(C#N)C=CC1F (3,4-difluorobenzonitrile), OC1CCN(CC1)C(=O)OC(C)(C)C (tert-butyl 4-hydroxypiperidine-1-carboxylate), [H-].[Na+] (sodium hydride). Run in C1CCOC1 (THF). Conditions: temperature 25 celsius, time 16 hour. Yields the product C(#N)C1=CC(=C(OC2CCN(CC2)C(=O)OC(C)(C)C)C=C1)F (tert-butyl 4-(4-cyano-2-fluorophenoxy)piperidine-1-carboxylate). Yield: 38.8%. RXN SMILES: [F:1][C:2]1[CH:3]=[C:4]([CH:7]=[CH:8][C:9]=1F)[C:5]#[N:6].[OH:11][CH:12]1[CH2:17][CH2:16][N:15]([C:18]([O:20][C:21]([CH3:24])([CH3:23])[CH3:22])=[O:19])[CH2:14][CH2:13]1.[H-].[Na+]>C1COCC1>[C:5]([C:4]1[CH:7]=[CH:8][C:9]([O:11][CH:12]2[CH2:13][CH2:14][N:15]([C:18]([O:20][C:21]([CH3:24])([CH3:23])[CH3:22])=[O:19])[CH2:16][CH2:17]2)=[C:2]([F:1])[CH:3]=1)#[N:6] |f:2.3|. Reported procedure: A solution of 3,4-difluorobenzonitrile (28 g, 201 mmol) and tert-butyl 4-hydroxypiperidine-1-carboxylate (40.5 g, 201 mmol) in THF (500 mL) was treated with sodium hydride (4 g, 100 mmoL) and stirred at 25° C. for 16 h. The reaction mixture was washed with water, extracted with EtOAc, and the crude product purified by flash silica gel chromatography gave tert-butyl 4-(4-cyano-2-fluorophenoxy)piperidine-1-carboxylate (25 g, 39%). Reactants: C(C)(=O)N1C(=C(C2=CC(=CC=C12)OC)C1CN2CCC1CC2)C (3-(1-Acetyl-5-methoxy-2-methyl-3-indolyl)quinuclidine), [OH-].[K+] (KOH). Solvent: O (water), C(C)O (ethanol). The product is COC=1C=C2C(=C(NC2=CC1)C)C1CN2CCC1CC2 (3-(5-methoxy-2-methyl-3-indolyl)quinuclidine). Reaction SMILES: C([N:4]1[C:12]2[C:7](=[CH:8][C:9]([O:13][CH3:14])=[CH:10][CH:11]=2)[C:6]([CH:15]2[CH:20]3[CH2:21][CH2:22][N:17]([CH2:18][CH2:19]3)[CH2:16]2)=[C:5]1[CH3:23])(=O)C.[OH-].[K+]>O.C(O)C>[CH3:14][O:13][C:9]1[CH:8]=[C:7]2[C:12](=[CH:11][CH:10]=1)[NH:4][C:5]([CH3:23])=[C:6]2[CH:15]1[CH:20]2[CH2:19][CH2:18][N:17]([CH2:22][CH2:21]2)[CH2:16]1 |f:1.2|. Procedure details: 200 mg of 3-(1-Acetyl-5-methoxy-2-methyl-3-indolyl)quinuclidine are stirred on a steam bath for 16 hours with 100 mg of KOH in 7 ml of water and 14 ml of ethanol. The mixture is then worked up as is customary. 3-(5-methoxy-2-methyl-3-indolyl)quinuclidine is obtained; hydrochloride, m.p. 231.7°-234.0°. The reactants are FC1=CC=C(C=C1)C=1C=CC(=NC1)N1CCC2(CC(C2)N)CC1 (7-[5-(4-fluorophenyl)pyridin-2-yl]-7-azaspiro[3.5]non-2-ylamine), C(OCC1=CC(=NO1)C(NC)=O)(OC1=CC=C(C=C1)[N+](=O)[O-])=O (3-(methylcarbamoyl)isoxazol-5-ylmethyl 4-nitrophenyl carbonate), C(C)(C)N(C(C)C)CC (N,N-diisopropylethylamine), N,N-dimethylaminopyridine. Yields the product FC1=CC=C(C=C1)C=1C=CC(=NC1)N1CCC2(CC(C2)NC(OCC2=CC(=NO2)C(NC)=O)=O)CC1 (3-(Methylcarbamoyl)isoxazol-5-ylmethyl 7-[5-(4-fluorophenyl)pyridin-2-yl]-7-azaspiro[3.5]non-2-ylcarbamate). Reaction SMILES: [F:1][C:2]1[CH:7]=[CH:6][C:5]([C:8]2[CH:9]=[CH:10][C:11]([N:14]3[CH2:23][CH2:22][C:17]4([CH2:20][CH:19]([NH2:21])[CH2:18]4)[CH2:16][CH2:15]3)=[N:12][CH:13]=2)=[CH:4][CH:3]=1.[C:24](=O)([O:36]C1C=CC([N+]([O-])=O)=CC=1)[O:25][CH2:26][C:27]1[O:31][N:30]=[C:29]([C:32](=[O:35])[NH:33][CH3:34])[CH:28]=1.C(N(CC)C(C)C)(C)C>>[F:1][C:2]1[CH:7]=[CH:6][C:5]([C:8]2[CH:9]=[CH:10][C:11]([N:14]3[CH2:23][CH2:22][C:17]4([CH2:18][CH:19]([NH:21][C:24](=[O:36])[O:25][CH2:26][C:27]5[O:31][N:30]=[C:29]([C:32](=[O:35])[NH:33][CH3:34])[CH:28]=5)[CH2:20]4)[CH2:16][CH2:15]3)=[N:12][CH:13]=2)=[CH:4][CH:3]=1. Procedure: The process is performed according to the procedure described in Example 1, step 1.1. Starting with 1.08 g (3.47 mmol) of 7-[5-(4-fluorophenyl)pyridin-2-yl]-7-azaspiro[3.5]non-2-ylamine, described in the preceding step (step 10.5.), 1.34 g (4.16 mmol) of 3-(methylcarbamoyl)isoxazol-5-ylmethyl 4-nitrophenyl carbonate, obtained in step 4.1., 1.12 g (8.67 mmol) of N,N-diisopropylethylamine and 0.212 g (1.73 mmol) of N,N-dimethylaminopyridine, and after purification by chromatography on silica gel, ... Starting materials: N#Cc1cc(-c2cnc3c(NCc4ccc(S(N)(=O)=O)cc4)nccn23)ccc1O, [Na+], [Na+], O=C([O-])[O-], O=C(O)C(F)(F)F, O=S(=O)(O)O. The product is NC(=O)c1cc(-c2cnc3c(NCc4ccc(S(N)(=O)=O)cc4)nccn23)ccc1O. Reaction SMILES: [C:13](#[N:14])[c:15]1[cH:16][c:17](-[c:22]2[cH:23][n:24][c:25]3[n:26]2[cH:27][cH:28][n:29][c:30]3[NH:31][CH2:32][c:33]2[cH:34][cH:35][c:36]([S:39](=[O:40])(=[O:41])[NH2:42])[cH:37][cH:38]2)[cH:18][cH:19][c:20]1[OH:21].[Na+:43].[Na+:44].[O-:45][C:46](=[O:47])[O-:48].[OH:1][C:2]([C:3]([F:4])([F:5])[F:6])=[O:7].[S:8](=[O:9])(=[O:10])([OH:11])[OH:12]>>[O:1]=[C:13]([NH2:14])[c:15]1[cH:16][c:17](-[c:22]2[cH:23][n:24][c:25]3[n:26]2[cH:27][cH:28][n:29][c:30]3[NH:31][CH2:32][c:33]2[cH:34][cH:35][c:36]([S:39](=[O:40])(=[O:41])[NH2:42])[cH:37][cH:38]2)[cH:18][cH:19][c:20]1[OH:21]. Reactants: NC=1SC(=CN1)C1=C(N2C(C(C2SC1)NC(=O)OC(C)(C)C)=O)C(=O)OC(C1=CC=CC=C1)C1=CC=CC=C1 (3-(2-Amino-thiazol-5-yl)-2-benzhydryloxycarbonyl-7-t-butoxycarbonylamino-8-oxo-5-thia-1-azabicyclo[4.2.0]-oct-2-ene), ClC(=O)OC (methyl chloroformate), Example 1 ( B ), C(C)(=O)Cl (acetyl chloride). Product: C(C1=CC=CC=C1)(C1=CC=CC=C1)OC(=O)C=1N2C(C(C2SCC1C1=CN=C(S1)NC(=O)OC)NC(=O)OC(C)(C)C)=O (2-Benzhydryloxycarbonyl-7-t-butoxycarbonylamino-3-(2-methoxycarbonylamino-thiazol-5-yl)-8-oxo-5-thia-1-azabicyclo[4.2.0]oct-2-ene). Reaction SMILES: [NH2:1][C:2]1[S:3][C:4]([C:7]2[CH2:14][S:13][CH:12]3[N:9]([C:10](=[O:23])[CH:11]3[NH:15][C:16]([O:18][C:19]([CH3:22])([CH3:21])[CH3:20])=[O:17])[C:8]=2[C:24]([O:26][CH:27]([C:34]2[CH:39]=[CH:38][CH:37]=[CH:36][CH:35]=2)[C:28]2[CH:33]=[CH:32][CH:31]=[CH:30][CH:29]=2)=[O:25])=[CH:5][N:6]=1.C(Cl)(=O)C.Cl[C:45]([O:47][CH3:48])=[O:46]>>[CH:27]([O:26][C:24]([C:8]1[N:9]2[CH:12]([S:13][CH2:14][C:7]=1[C:4]1[S:3][C:2]([NH:1][C:45]([O:47][CH3:48])=[O:46])=[N:6][CH:5]=1)[CH:11]([NH:15][C:16]([O:18][C:19]([CH3:22])([CH3:21])[CH3:20])=[O:17])[C:10]2=[O:23])=[O:25])([C:28]1[CH:33]=[CH:32][CH:31]=[CH:30][CH:29]=1)[C:34]1[CH:39]=[CH:38][CH:37]=[CH:36][CH:35]=1. Reported procedure: 3-(2-Amino-thiazol-5-yl)-2-benzhydryloxycarbonyl-7-t-butoxycarbonylamino-8-oxo-5-thia-1-azabicyclo[4.2.0]-oct-2-ene (1.13 g) is treated in accordance with the working method described in Example 1 (B), the acetyl chloride being replaced by methyl chloroformate (0.19 cc). The crude product obtained is chromatographed on a column (height: 30 cm, diameter: 3 cm) of silica gel (0.04-0.06 mm), elution being carried out under a pressure of 0.4 bar (40 kPa) with a 40:60 (by volume) mixture of cyclohexa... Starting materials: CC1=C(N)C(=CC=C1)C (2,6-dimethylaniline), C(=O)=O (CO2), C(=O)(O)[O-].[Na+] (NaHCO3), COC(C(C)Br)=O (α-bromopropionic acid methyl ester). Reaction conditions: time 1 hour. The product is COC(C(C)NC1=C(C=CC=C1C)C)=O (α-(2,6-dimethylanilino)-propionic acid methyl ester). As a reaction SMILES: [CH3:1][C:2]1[CH:8]=[CH:7][CH:6]=[C:5]([CH3:9])[C:3]=1[NH2:4].C([O-])(O)=O.[Na+].[CH3:15][O:16][C:17](=[O:21])[CH:18](Br)[CH3:19].C(=O)=O>>[CH3:15][O:16][C:17](=[O:21])[CH:18]([NH:4][C:3]1[C:5]([CH3:9])=[CH:6][CH:7]=[CH:8][C:2]=1[CH3:1])[CH3:19] |f:1.2|. Reported procedure: 6 g-moles of 2,6-dimethylaniline, 6.6 g-moles of NaHCO3 and 18.0 g-moles of α-bromopropionic acid methyl ester are placed together and heated slowly, with stirring, for 1 hour upto 120°-125° C. bath temperature. As CO2 is evolved, stirring of the mixture at this temperature is continued for 18 hours. The mixture is subsequently cooled, the inorganic constituents are filtered off, and the filtrate distilled in a water-jet vacuum (ca. 10- 12 Torr). After removal of the excess α-bromopropionic acid... The reactants are COc1ccc(CN2C(=O)N(Cc3ccccc3)C(C)(C)C2=O)cc1, CC#N, CCOC(C)=O, [Ce], O=[N+]([O-])[O-], [NH4+], O. Yields the product CC1(C)C(=O)NC(=O)N1Cc1ccccc1. Reaction SMILES: [CH2:1]([c:2]1[cH:3][cH:4][cH:5][cH:6][cH:7]1)[N:8]1[C:9](=[O:25])[N:10]([CH2:16][c:17]2[cH:18][cH:19][c:20]([O:21][CH3:22])[cH:23][cH:24]2)[C:11](=[O:15])[C:12]1([CH3:13])[CH3:14].[CH3:32][C:33]#[N:34].[CH3:36][CH2:37][O:38][C:39](=[O:40])[CH3:41].[Ce:30].[N+:26]([O-:27])([O-:28])=[O:29].[NH4+:31].[OH2:35]>>[CH2:1]([c:2]1[cH:3][cH:4][cH:5][cH:6][cH:7]1)[N:8]1[C:9](=[O:25])[NH:10][C:11](=[O:15])[C:12]1([CH3:13])[CH3:14]. Starting materials: [C@@H](C)(CC)NC=1C(=CC(=C(C(=O)OC)C1)C(F)(F)F)C(=O)N ((R)-M ethyl 5-(sec-butylamino)-4-aminocarbonyl-2-(trifluoromethyl)benzoate), ClCCl (Dichloromethane), [OH-].[Na+] (sodium hydroxide), Cl (hydrochloric acid), [OH-].[Na+] (sodium hydroxide), ClCCl (Dichloromethane), [OH-].[Na+] (sodium hydroxide). The solvent is CO (methanol). Reaction conditions: temperature 45 celsius, time 1.5 hour. Product: NC(=O)C1=CC(=C(C(=O)O)C=C1N[C@@H](CC)C)C(F)(F)F (4-(aminocarbonyl)-5-{[(1R)-1-methylpropyl]amino}-2-(trifluoromethyl)benzoic acid). Yield: 89.4%. RXN SMILES: [C@H:1]([NH:5][C:6]1[C:7]([C:20]([NH2:22])=[O:21])=[CH:8][C:9]([C:16]([F:19])([F:18])[F:17])=[C:10]([CH:15]=1)[C:11]([O:13]C)=[O:12])([CH2:3][CH3:4])[CH3:2].[OH-].[Na+].ClCCl.Cl>CO>[NH2:22][C:20]([C:7]1[C:6]([NH:5][C@H:1]([CH3:2])[CH2:3][CH3:4])=[CH:15][C:10]([C:11]([OH:13])=[O:12])=[C:9]([C:16]([F:17])([F:18])[F:19])[CH:8]=1)=[O:21] |f:1.2|. Reported procedure: (R)-Methyl 5-(sec-butylamino)-4-cyano-2-(trifluoromethyl)benzoate (45 mg, 0.150 mmol) was dissolved in DMSO (1 mL) and was treated with 30% aqueous hydrogen peroxide (0.05 mL) and potassium carbonate (6 mg, 0.043 mmol) at ambient temperature for 2 h. The reaction mixture was partitioned between ethyl acetate and water. The aqueous portion was extracted with ethyl acetate. The combined organic portion was dried over sodium sulfate, then filtered and concentrated to afford a yellow oil which was p...